From a dataset of the Open Reaction Database (ORD), a public repository of structured organic reaction records. describe an organic reaction: reactants, conditions, products, and yield Starting materials: C(C)(C)(C)OC(=O)N1[C@@H](CC(C1)=NOCC)C(=O)O ((2S,4EZ)-1-(tert-butoxycarbonyl)-4-(ethoxyimino)-2-pyrrolidinecarboxylic acid), COCC(=O)Cl (methoxyacetyl chloride), N1=CC=CC2=CC(=CC=C12)N (6-quinolinamine). The product is C(C)ON=C1C[C@H](N(C1)C(COC)=O)C(=O)NC=1C=C2C=CC=NC2=CC1 ((2S,4EZ)-4-(ethoxyimino)-1-(methoxyacetyl)-N-(6-quinolinyl)-2-pyrrolidinecarboxamide). RXN SMILES: C(O[C:6]([N:8]1[CH2:12][C:11](=[N:13][O:14][CH2:15][CH3:16])[CH2:10][C@H:9]1[C:17]([OH:19])=O)=[O:7])(C)(C)C.[CH3:20][O:21][CH2:22]C(Cl)=O.[N:26]1[C:35]2[C:30](=[CH:31][C:32]([NH2:36])=[CH:33][CH:34]=2)[CH:29]=[CH:28][CH:27]=1>>[CH2:15]([O:14][N:13]=[C:11]1[CH2:12][N:8]([C:6](=[O:7])[CH2:22][O:21][CH3:20])[C@H:9]([C:17]([NH:36][C:32]2[CH:31]=[C:30]3[C:35](=[CH:34][CH:33]=2)[N:26]=[CH:27][CH:28]=[CH:29]3)=[O:19])[CH2:10]1)[CH3:16]. Reported procedure: Following the general method as outlined in Example 22, starting from (2S,4EZ)-1-(tert-butoxycarbonyl)-4-(ethoxyimino)-2-pyrrolidinecarboxylic acid, methoxyacetyl chloride, and 6-quinolinamine the title compound was obtained in 81% purity by LC/MS. MS(ESI+): m/z=371.2. The reactants are CC(N)CNc1nccc(-c2[nH]c(C3(C)CC3)nc2Br)n1, C1CCOC1, COC(=O)Cl, [Na+], O=C([O-])O. Product: COC(=O)NC(C)CNc1nccc(-c2[nH]c(C3(C)CC3)nc2Br)n1. Reaction SMILES: [Br:1][c:2]1[n:3][c:4]([C:18]2([CH3:21])[CH2:19][CH2:20]2)[nH:5][c:6]1-[c:7]1[n:8][c:9]([NH:13][CH2:14][CH:15]([CH3:16])[NH2:17])[n:10][cH:11][cH:12]1.[CH2:32]1[O:33][CH2:34][CH2:35][CH2:36]1.[Cl:27][C:28](=[O:29])[O:30][CH3:31].[Na+:26].[O-:22][C:23]([OH:24])=[O:25]>>[Br:1][c:2]1[n:3][c:4]([C:18]2([CH3:21])[CH2:19][CH2:20]2)[nH:5][c:6]1-[c:7]1[n:8][c:9]([NH:13][CH2:14][CH:15]([CH3:16])[NH:17][C:28](=[O:29])[O:30][CH3:31])[n:10][cH:11][cH:12]1.